This data is from the Open Reaction Database (ORD), a public repository of structured organic reaction records. The task is: describe an organic reaction: reactants, conditions, products, and yield Reactants: [H-].[Na+] (sodium hydride), O (water), C(C1=CC=CC=C1)N1CC(CC1)OS(=O)(=O)C (Racemic methanesulfonic acid 1-benzyl-pyrrolidin-3-yl ester), C1(=CC=CC=C1)S(=O)(=O)C1=CC2=C(NCCO2)C=C1 (7-benzenesulfonyl-3,4-dihydro-2H-benzo[1,4]oxazine). The solvent is CN(C=O)C (dimethylformamide). Conditions: time 10 minute. Product: C1(=CC=CC=C1)S(=O)(=O)C1=CC2=C(N(CCO2)C2CN(CC2)CC2=CC=CC=C2)C=C1 (7-benzenesulfonyl-4-(1-benzyl-pyrrolidin-3-yl)-3,4-dihydro-2H-benzo[1,4]oxazine). Yield: 40.2%. RXN SMILES: [H-].[Na+].[C:3]1([S:9]([C:12]2[CH:21]=[CH:20][C:15]3[NH:16][CH2:17][CH2:18][O:19][C:14]=3[CH:13]=2)(=[O:11])=[O:10])[CH:8]=[CH:7][CH:6]=[CH:5][CH:4]=1.[CH2:22]([N:29]1[CH2:33][CH2:32][CH:31](OS(C)(=O)=O)[CH2:30]1)[C:23]1[CH:28]=[CH:27][CH:26]=[CH:25][CH:24]=1.O>CN(C)C=O>[C:3]1([S:9]([C:12]2[CH:21]=[CH:20][C:15]3[N:16]([CH:31]4[CH2:32][CH2:33][N:29]([CH2:22][C:23]5[CH:28]=[CH:27][CH:26]=[CH:25][CH:24]=5)[CH2:30]4)[CH2:17][CH2:18][O:19][C:14]=3[CH:13]=2)(=[O:11])=[O:10])[CH:8]=[CH:7][CH:6]=[CH:5][CH:4]=1 |f:0.1|. Procedure: To a suspension of sodium hydride (0.033 g. of a 60% dispersion in mineral oil, 0.834 mmol) in 3 mL dimethylformamide was added portionwise 7-benzenesulfonyl-3,4-dihydro-2H-benzo[1,4]oxazine (0.200 g, 0.726 mmol), and the resulting suspension was stirred at room temperature for 10 minutes. Racemic methanesulfonic acid 1-benzyl-pyrrolidin-3-yl ester (0.259 g., 1.018 mmol) was added dropwise and the reaction mixture was heated to 65° C. for 21 hours. The reaction mixture was then poured into 100 m... Starting materials: N[C@@H](C(=O)O)C1CCCC1 ((2R)-amino(cyclopentyl)acetic acid), FC1=CC=C(C=C1)N1[C@@H]([C@H](C1=O)SCC(=O)C1=CC=C(C=C1)F)C1=CC=C(OCC(=O)NCC(=O)O)C=C1 (N-{[4-((2R,3R)-1-(4-Fluorophenyl)-3-{[2-(4-fluorophenyl)-2-oxoethyl]thio}-4-oxoazetidin-2-yl)phenoxy]acetyl}glycine), CN1CCOCC1 (N-Methyl morpholine), CN(C)C(=[N+](C)C)ON1C2=C(C=CC=C2)N=N1.[B-](F)(F)(F)F (TBTU), [BH4-].[Na+] (NaBH4). Run in O (water), CN(C)C=O (DMF), CO (MeOH). Run at time 1 hour. The product is C1(CCCC1)[C@H](C(=O)O)NC(CNC(COC1=CC=C(C=C1)[C@H]1N(C([C@@H]1SCC(O)C1=CC=C(C=C1)F)=O)C1=CC=C(C=C1)F)=O)=O ((2R)-cyclopentyl[(N-{[4-((2R,3R)-1 (4-fluorophenyl)-3-{[2-(4-fluorophenyl)-2-hydroxyethyl]thio}-4-oxoazetidin-2-yl)phenoxy]acetyl}glycyl)amino]acetic acid). Reaction SMILES: [F:1][C:2]1[CH:7]=[CH:6][C:5]([N:8]2[C:11](=[O:12])[C@H:10]([S:13][CH2:14][C:15]([C:17]3[CH:22]=[CH:21][C:20]([F:23])=[CH:19][CH:18]=3)=[O:16])[C@H:9]2[C:24]2[CH:38]=[CH:37][C:27]([O:28][CH2:29][C:30]([NH:32][CH2:33][C:34](O)=[O:35])=[O:31])=[CH:26][CH:25]=2)=[CH:4][CH:3]=1.CN1CCOCC1.CN(C(ON1N=NC2C=CC=CC1=2)=[N+](C)C)C.[B-](F)(F)(F)F.[NH2:68][C@H:69]([CH:73]1[CH2:77][CH2:76][CH2:75][CH2:74]1)[C:70]([OH:72])=[O:71].[BH4-].[Na+]>CN(C=O)C.CO.O>[CH:73]1([C@@H:69]([NH:68][C:34](=[O:35])[CH2:33][NH:32][C:30](=[O:31])[CH2:29][O:28][C:27]2[CH:26]=[CH:25][C:24]([C@@H:9]3[C@@H:10]([S:13][CH2:14][CH:15]([C:17]4[CH:22]=[CH:21][C:20]([F:23])=[CH:19][CH:18]=4)[OH:16])[C:11](=[O:12])[N:8]3[C:5]3[CH:4]=[CH:3][C:2]([F:1])=[CH:7][CH:6]=3)=[CH:38][CH:37]=2)[C:70]([OH:72])=[O:71])[CH2:77][CH2:76][CH2:75][CH2:74]1 |f:2.3,5.6|. Reported procedure: N-{[4-((2R,3R)-1-(4-Fluorophenyl)-3-{[2-(4-fluorophenyl)-2-oxoethyl]thio}-4-oxoazetidin-2-yl)phenoxy]acetyl}glycine (0.035 g, 0.065 mmol) was dissolved in DMF (2 ml) at 30° C. N-Methyl morpholine (0.026 g, 0.259 mmol) and TBTU (0.027 g, 0.084 mmol) were added. After 1 h, (2R)-amino(cyclopentyl)acetic acid (0.014 g, 0.097 mmol) was added. The mixture was stirred for 1 h and water (1 ml) was added. After 10 minutes, MeOH (2 ml) and NaBH4 (0.037 g, 0.971 mmol) were added. Full conversion to the cor... The reactants are N=C=N (Carbodiimide), FC(C=1C=C(C=C(C1)C(F)(F)F)C1(CC(=NO1)C1=CC=C(C2=CC=CC=C12)C(=O)NCC(=O)O)C(F)(F)F)(F)F (N-[[4-[5-[3,5-bis(trifluoromethyl)phenyl]-4,5-dihydro-5-(trifluoromethyl)-3-isoxazolyl]-1-naphthalenyl]carbonyl]glycine), FC(C=1C=C(C=C(C1)C(F)(F)F)C1(CC(=NO1)C1=CC=C(C2=CC=CC=C12)C(=O)NCC(=O)O)C(F)(F)F)(F)F (N-[[4-[5-[3,5-bis(trifluoromethyl)phenyl]-4,5-dihydro-5-(trifluoromethyl)-3-isoxazolyl]-1-naphthalenyl]carbonyl]glycine), FC(CN)(F)F (2,2,2-trifluoroethylamine). Solvent: ClCCl (dichloromethane). Conditions: time 8 hour. The product is FC(C=1C=C(C=C(C1)C(F)(F)F)C1(CC(=NO1)C1=CC=C(C2=CC=CC=C12)C(=O)NCC(NCC(F)(F)F)=O)C(F)(F)F)(F)F (4-[5-[3,5-bis(trifluoromethyl)phenyl]-4,5-dihydro-5-(trifluoromethyl)-3-isoxazolyl]-N-[2-oxo-2-[(2,2,2-trifluoroethyl)amino]ethyl]-1-naphthalenecarboxamide). As a reaction SMILES: N=C=N.[F:4][C:5]([F:43])([F:42])[C:6]1[CH:7]=[C:8]([C:16]2([C:38]([F:41])([F:40])[F:39])[O:20][N:19]=[C:18]([C:21]3[C:30]4[C:25](=[CH:26][CH:27]=[CH:28][CH:29]=4)[C:24]([C:31]([NH:33][CH2:34][C:35]([OH:37])=O)=[O:32])=[CH:23][CH:22]=3)[CH2:17]2)[CH:9]=[C:10]([C:12]([F:15])([F:14])[F:13])[CH:11]=1.[F:44][C:45]([F:49])([F:48])[CH2:46][NH2:47]>ClCCl>[F:4][C:5]([F:42])([F:43])[C:6]1[CH:7]=[C:8]([C:16]2([C:38]([F:40])([F:41])[F:39])[O:20][N:19]=[C:18]([C:21]3[C:30]4[C:25](=[CH:26][CH:27]=[CH:28][CH:29]=4)[C:24]([C:31]([NH:33][CH2:34][C:35](=[O:37])[NH:47][CH2:46][C:45]([F:49])([F:48])[F:44])=[O:32])=[CH:23][CH:22]=3)[CH2:17]2)[CH:9]=[C:10]([C:12]([F:15])([F:14])[F:13])[CH:11]=1. Procedure: PS-Carbodiimide (400 mg, 123 mmol/g, Argonaut Technologies, Inc.) was added to a stirred mixture of N-[[4-[5-[3,5-bis(trifluoromethyl)phenyl]-4,5-dihydro-5-(trifluoromethyl)-3-isoxazolyl]-1-naphthalenyl]carbonyl]glycine (i.e. the product of Step C, 140 mg) and 2,2,2-trifluoroethylamine (0.038 mL) in dichloromethane (3 mL) at room temperature. The mixture was stirred at room temperature overnight, then filtered and concentrated under reduced pressure. The residue was purified by column chromatogr...